Dataset: the Open Reaction Database (ORD), a public repository of structured organic reaction records. Task: describe an organic reaction: reactants, conditions, products, and yield Starting materials: [Li]CCCC, CCOC(=O)Cc1ccc(OC)c(OC)c1, CCOC(C)=O, CC(C)NC1CCCCC1, Clc1ncc(CI)c(Cl)n1, C1CCOC1. The product is CCOC(=O)C(Cc1cnc(Cl)nc1Cl)c1ccc(OC)c(OC)c1. Reaction SMILES: [CH2:11]([Li:12])[CH2:13][CH2:14][CH3:15].[CH2:16]([CH3:17])[O:18][C:19]([CH2:20][c:21]1[cH:22][c:23]([O:29][CH3:30])[c:24]([O:27][CH3:28])[cH:25][cH:26]1)=[O:31].[CH3:47][CH2:48][O:49][C:50](=[O:51])[CH3:52].[CH:1]([NH:2][CH:3]1[CH2:4][CH2:5][CH2:6][CH2:7][CH2:8]1)([CH3:9])[CH3:10].[Cl:32][c:33]1[n:34][cH:35][c:36]([CH2:40][I:41])[c:37]([Cl:39])[n:38]1.[O:42]1[CH2:43][CH2:44][CH2:45][CH2:46]1>>[CH2:16]([CH3:17])[O:18][C:19]([CH:20]([c:21]1[cH:22][c:23]([O:29][CH3:30])[c:24]([O:27][CH3:28])[cH:25][cH:26]1)[CH2:40][c:36]1[cH:35][n:34][c:33]([Cl:32])[n:38][c:37]1[Cl:39])=[O:31]. Starting materials: CNC, ClCCl, O=[N+]([O-])c1cccc(CS(=O)(=O)Cl)c1. The product is CN(C)S(=O)(=O)Cc1cccc([N+](=O)[O-])c1. Reaction SMILES: [CH3:15][NH:16][CH3:17].[Cl:18][CH2:19][Cl:20].[N+:1](=[O:2])([O-:3])[c:4]1[cH:5][c:6]([CH2:10][S:11](=[O:12])(=[O:13])[Cl:14])[cH:7][cH:8][cH:9]1>>[N+:1](=[O:2])([O-:3])[c:4]1[cH:5][c:6]([CH2:10][S:11](=[O:12])(=[O:13])[N:16]([CH3:15])[CH3:17])[cH:7][cH:8][cH:9]1. Reactants: [Na].BrC=1C=CC(=C(C1)S(=O)(=O)NC(\C=C\C1=C(C=CC(=C1)F)CC=1C=C2C=CN(C2=CC1)CC1=CC=CC=C1)=O)OC (N-(E)-[(5-BROMO-2-METHOXYPHENYL)SULFONYL]-3-(5-FLUORO-2-{[1-BENZYLINDOL-5-YL]METHYL}PHENYL)-2-PROPENAMIDE SODIUM SALT), BrC=1C=CC(=C(C1)S(=O)(=O)N)OC (5-bromo-2-methoxybenzenesulfonamide). Product: BrC=1C=CC(=C(C1)S(=O)(=O)NC(\C=C\C1=C(C=CC(=C1)F)CC=1C=C2C=CN(C2=CC1)CC1=CC=CC=C1)=O)OC (N-(E)-[(5-Bromo-2-methoxyphenyl)sulfonyl]-3-(5-fluoro-2-{[1-benzylindol-5-yl]methyl}phenyl)-2-propenamide). Isolated yield 41.3%. As a reaction SMILES: [Na].[Br:2][C:3]1[CH:4]=[CH:5][C:6]([O:41][CH3:42])=[C:7]([S:9]([NH:12][C:13](=[O:40])/[CH:14]=[CH:15]/[C:16]2[CH:21]=[C:20]([F:22])[CH:19]=[CH:18][C:17]=2[CH2:23][C:24]2[CH:25]=[C:26]3[C:30](=[CH:31][CH:32]=2)[N:29]([CH2:33][C:34]2[CH:39]=[CH:38][CH:37]=[CH:36][CH:35]=2)[CH:28]=[CH:27]3)(=[O:11])=[O:10])[CH:8]=1.BrC1C=CC(OC)=C(S(N)(=O)=O)C=1>>[Br:2][C:3]1[CH:4]=[CH:5][C:6]([O:41][CH3:42])=[C:7]([S:9]([NH:12][C:13](=[O:40])/[CH:14]=[CH:15]/[C:16]2[CH:21]=[C:20]([F:22])[CH:19]=[CH:18][C:17]=2[CH2:23][C:24]2[CH:25]=[C:26]3[C:30](=[CH:31][CH:32]=2)[N:29]([CH2:33][C:34]2[CH:35]=[CH:36][CH:37]=[CH:38][CH:39]=2)[CH:28]=[CH:27]3)(=[O:10])=[O:11])[CH:8]=1 |f:0.1,^1:0|. Reported procedure: The acid of Step 3 (219 mg; 0.57 mmol) was coupled with 5-bromo-2-methoxybenzenesulfonamide of example 10, step 5 according to step 5 of example 1 to yield 149 mg of the title compound. Starting materials: ClC1=CC(=C(CN2N=CC3=CC(=CC=C23)\C=C/2\C(N(C(S2)=O)N2CCNCC2)=O)C=C1)C(F)(F)F ((5Z)-5-({1-[4-Chloro-2-(trifluoromethyl)benzyl]-1H-indazol-5-yl}methylidene)-3-piperazin-1-yl-1,3-thiazolidine-2,4-dione), BrCCO (2-bromoethanol). Yields the product ClC1=CC(=C(CN2N=CC3=CC(=CC=C23)\C=C/2\C(N(C(S2)=O)N2CCN(CC2)CCO)=O)C=C1)C(F)(F)F ((5Z)-5-({1-[4-Chloro-2-(trifluoromethyl)benzyl]-1H-indazol-5-yl}methylidene)-3-[4-(2-hydroxyethyl)piperazin-1-yl]-1,3-thiazolidine-2,4-dione). RXN SMILES: [Cl:1][C:2]1[CH:31]=[CH:30][C:5]([CH2:6][N:7]2[C:15]3[C:10](=[CH:11][C:12](/[CH:16]=[C:17]4/[C:18](=[O:29])[N:19]([N:23]5[CH2:28][CH2:27][NH:26][CH2:25][CH2:24]5)[C:20](=[O:22])[S:21]/4)=[CH:13][CH:14]=3)[CH:9]=[N:8]2)=[C:4]([C:32]([F:35])([F:34])[F:33])[CH:3]=1.Br[CH2:37][CH2:38][OH:39]>>[Cl:1][C:2]1[CH:31]=[CH:30][C:5]([CH2:6][N:7]2[C:15]3[C:10](=[CH:11][C:12](/[CH:16]=[C:17]4/[C:18](=[O:29])[N:19]([N:23]5[CH2:24][CH2:25][N:26]([CH2:37][CH2:38][OH:39])[CH2:27][CH2:28]5)[C:20](=[O:22])[S:21]/4)=[CH:13][CH:14]=3)[CH:9]=[N:8]2)=[C:4]([C:32]([F:35])([F:34])[F:33])[CH:3]=1. Procedure: (5Z)-5-({1-[4-Chloro-2-(trifluoromethyl)benzyl]-1H-indazol-5-yl}methylidene)-3-[4-(2-hydroxyethyl)piperazin-1-yl]-1,3-thiazolidine-2,4-dione was prepared from ((5Z)-5-({1-[4-chloro-2-(trifluoromethyl)benzyl]-1H-indazol-5-yl}methylidene)-3-piperazin-1-yl-1,3-thiazolidine-2,4-dione (Example 351) and 2-bromoethanol following General Procedure S.